Dataset: the Open Reaction Database (ORD), a public repository of structured organic reaction records. Task: describe an organic reaction: reactants, conditions, products, and yield The reactants are [B-](F)(F)(F)F.[B-](F)(F)(F)F.C1C[N+]2(CC[N+]1(CC2)CCl)F (1-(chloromethyl)-4-fluoro-1,4-diazoniabicyclo[2.2.2]octane ditetrafluoroborate), S(=O)(=O)([O-])[O-].[Na+].[Na+] (sodium sulphate), N1=CC(=CC=C1)C=1SC(=CN1)C1=CC=CC(=N1)C1=NC=CC=N1 (2-[6-(2-pyridin-3-ylthiazol-5-yl)pyridin-2-yl]pyrimidine). Run in C(C)#N (acetonitrile). Yields the product FC=1N=C(SC1C1=CC=CC(=N1)C1=NC=CC=N1)C=1C=NC=CC1 (2-[6-(4-Fluoro-2-pyridin-3-ylthiazol-5-yl)pyridin-2-yl]pyrimidine). Reaction SMILES: [N:1]1[CH:6]=[CH:5][CH:4]=[C:3]([C:7]2[S:8][C:9]([C:12]3[N:17]=[C:16]([C:18]4[N:23]=[CH:22][CH:21]=[CH:20][N:19]=4)[CH:15]=[CH:14][CH:13]=3)=[CH:10][N:11]=2)[CH:2]=1.[B-](F)(F)(F)[F:25].[B-](F)(F)(F)F.C1[N+]2(CCl)CC[N+](F)(CC2)C1.S([O-])([O-])(=O)=O.[Na+].[Na+]>C(#N)C>[F:25][C:10]1[N:11]=[C:7]([C:3]2[CH:2]=[N:1][CH:6]=[CH:5][CH:4]=2)[S:8][C:9]=1[C:12]1[N:17]=[C:16]([C:18]2[N:23]=[CH:22][CH:21]=[CH:20][N:19]=2)[CH:15]=[CH:14][CH:13]=1 |f:1.2.3,4.5.6|. Reported procedure: 0.5 g (1.57 mmol) of 2-[6-(2-pyridin-3-ylthiazol-5-yl)pyridin-2-yl]pyrimidine was dissolved in acetonitrile, 1.16 g (3.15 mmol) of 1-(chloromethyl)-4-fluoro-1,4-diazoniabicyclo[2.2.2]octane ditetrafluoroborate (Selectfluor™) and 1 g (7.04 mmol) of sodium sulphate were added and the mixture was heated at reflux overnight and, after cooling, filtered through Celite. The filtrate was concentrated and purified by chromatography (cyclohexane/ethyl acetate, then ethyl acetate/methanol).